From a dataset of the Open Reaction Database (ORD), a public repository of structured organic reaction records. describe an organic reaction: reactants, conditions, products, and yield Reactants: BrC1=CC=C(C=N1)C(=O)N1CCN(CC1)C1=NC=C(C=C1C)C ((6-bromopyridin-3-yl)[4-(3,5-dimethylpyridin-2-yl)piperazin-1-yl]methanone), CC=1C(=NC=C(C1)C)N1CCN(CC1)C(=O)C=1C=CC(=NC1)N1C(N(C(C1C)=O)CC1=CC=C(C=C1)OC)=O (1-{5-[4-(3,5-dimethylpyridin-2-yl)piperazine-1-carbonyl]pyridin-2-yl}-3-(4-methoxybenzyl)-5-methylimidazolidine-2,4-dione), COC1=CC=C(CN2C(NC(C2=O)C)=O)C=C1 (3-(4-methoxybenzyl)-5-methylimidazolidine-2,4-dione). Product: CC=1C(=NC=C(C1)C)N1CCN(CC1)C(=O)C=1C=CC(=NC1)N1C(NC(C1C)=O)=O (1-{5-[4-(3,5-dimethylpyridin-2-yl)piperazine-1-carbonyl]pyridin-2-yl}-5-methylimidazolidine-2,4-dione). As a reaction SMILES: BrC1N=CC(C(N2CCN(C3C(C)=CC(C)=CN=3)CC2)=O)=CC=1.COC1C=CC(CN2C(=O)C(C)NC2=O)=CC=1.[CH3:41][C:42]1[C:43]([N:49]2[CH2:54][CH2:53][N:52]([C:55]([C:57]3[CH:58]=[CH:59][C:60]([N:63]4[CH:67]([CH3:68])[C:66](=[O:69])[N:65](CC5C=CC(OC)=CC=5)[C:64]4=[O:79])=[N:61][CH:62]=3)=[O:56])[CH2:51][CH2:50]2)=[N:44][CH:45]=[C:46]([CH3:48])[CH:47]=1>>[CH3:41][C:42]1[C:43]([N:49]2[CH2:50][CH2:51][N:52]([C:55]([C:57]3[CH:58]=[CH:59][C:60]([N:63]4[CH:67]([CH3:68])[C:66](=[O:69])[NH:65][C:64]4=[O:79])=[N:61][CH:62]=3)=[O:56])[CH2:53][CH2:54]2)=[N:44][CH:45]=[C:46]([CH3:48])[CH:47]=1. Reported procedure: Using (6-bromopyridin-3-yl)[4-(3,5-dimethylpyridin-2-yl)piperazin-1-yl]methanone (300 mg) described in Preparation Example 127 and 3-(4-methoxybenzyl)-5-methylimidazolidine-2,4-dione (225 mg) described in Preparation Example 51 and by the reaction and treatment in the same manner as in Example 508, the title compound (92 mg) was obtained via 1-{5-[4-(3,5-dimethylpyridin-2-yl)piperazine-1-carbonyl]pyridin-2-yl}-3-(4-methoxybenzyl)-5-methylimidazolidine-2,4-dione. Reactants: N(=[N+]=[N-])CCOCCOCCOCCO (11-Azido-3,6,9-trioxa-undecanol), C1(=CC=CC=C1)P(C1=CC=CC=C1)C1=CC=CC=C1 (triphenylphosphine), [OH-].[NH4+] (ammonium hydroxide). Run in N1=CC=CC=C1 (pyridine). Reaction conditions: time 1 hour. The product is NCCOCCOCCOCCO (11-Amino-3,6,9-trioxa-undecanol). Reaction SMILES: [N:1]([CH2:4][CH2:5][O:6][CH2:7][CH2:8][O:9][CH2:10][CH2:11][O:12][CH2:13][CH2:14][OH:15])=[N+]=[N-].C1(P(C2C=CC=CC=2)C2C=CC=CC=2)C=CC=CC=1.[OH-].[NH4+]>N1C=CC=CC=1>[NH2:1][CH2:4][CH2:5][O:6][CH2:7][CH2:8][O:9][CH2:10][CH2:11][O:12][CH2:13][CH2:14][OH:15] |f:2.3|. Reported procedure: To a solution of Compound XXV (15.94 g; 72.7 mmole) in 100 ml of pyridine was added triphenylphosphine (29 g; 111 mmole). After stirring for one hour, at which time gas evolution had subsided, 50 ml of concentrated aqueous ammonium hydroxide was added and the mixture stirred overnight. The reaction mixture was concentrated under vacuum and the residue partitioned between 200 ml of water and 200 ml of ether (aqueous layer at pH 2). The aqueous layer was adjusted to pH 11 with solid sodium hydroxi... Reactants: COC(=O)[C@@H]1N(CCC1)S(=O)(=O)C1=CN=C(S1)N ((R)-1-(2-amino-thiazole-5-sulfonyl)-pyrrolidine-2-carboxylic acid methyl ester), O[C@@H]1CC[C@H](CC1)C1=C2C(NC(C2=CC=C1)=O)=O ((trans-4-hydroxy-cyclohexyl)-isoindole-1,3-dione), C1(CCCCC1)N(C(NC=1SC(=CN1)S(=O)(=O)NCC(=O)O)=O)C1CCCCC1 ([2-(3,3-dicyclohexyl-ureido)-thiazole-5-sulfonylamino]-acetic acid), C1(CCCCC1)N[C@@H]1CC[C@H](CC1)OCCC (cyclohexyl-(trans-4-propoxy-cyclohexyl)-amine), BrCCC (1-bromopropane), C1(CCCC1)N(C(NC=1SC(=CN1)SCC(=O)O)=O)[C@@H]1CC[C@H](CC1)OC ({2-[3-cyclopentyl-3-(trans-4-methoxy-cyclohexyl)-ureido]-thiazol-5-ylsulfanyl}-acetic acid), C1(CCCCC1)=O (cyclohexanone). Product: C1(CCCCC1)N(C(NC=1SC(=CN1)S(=O)(=O)N1[C@H](CCC1)C(=O)O)=O)[C@@H]1CC[C@H](CC1)OCCC ((R)-1-{2-[3-Cyclohexyl-3-(trans-4-propoxy-cyclohexyl)-ureido]-thiazole-5-sulfonyl}-pyrrolidine-2-carboxylic acid). RXN SMILES: [CH:1]1([N:7]([CH:24]2[CH2:29][CH2:28][CH2:27][CH2:26][CH2:25]2)[C:8](=[O:23])[NH:9][C:10]2[S:11][C:12]([S:15]([NH:18][CH2:19][C:20]([OH:22])=[O:21])(=[O:17])=[O:16])=[CH:13][N:14]=2)[CH2:6][CH2:5][CH2:4][CH2:3][CH2:2]1.C1(N[C@H]2CC[C@H:40]([O:43]CCC)[CH2:39][CH2:38]2)CCCCC1.[CH:47]1(N([C@H]2CC[C@H](OC)CC2)C(=O)NC2SC(SCC(O)=O)=CN=2)[CH2:51]CC[CH2:48]1.O[C@H]1CC[C@H](C2C=CC=C3C=2C(=O)NC3=O)CC1.BrCCC.C1(=O)CCCCC1.COC([C@H]1CCCN1S(C1SC(N)=NC=1)(=O)=O)=O>>[CH:24]1([N:7]([C@H:1]2[CH2:2][CH2:3][C@H:4]([O:43][CH2:40][CH2:39][CH3:38])[CH2:5][CH2:6]2)[C:8](=[O:23])[NH:9][C:10]2[S:11][C:12]([S:15]([N:18]3[CH2:51][CH2:47][CH2:48][C@@H:19]3[C:20]([OH:22])=[O:21])(=[O:16])=[O:17])=[CH:13][N:14]=2)[CH2:29][CH2:28][CH2:27][CH2:26][CH2:25]1. Reported procedure: Prepared in a similar manner to [2-(3,3-dicyclohexyl-ureido)-thiazole-5-sulfonylamino]-acetic acid via cyclohexyl-(trans-4-propoxy-cyclohexyl)-amine (prepared according to the procedure described for the synthesis of {2-[3-cyclopentyl-3-(trans-4-methoxy-cyclohexyl)-ureido]-thiazol-5-ylsulfanyl}-acetic acid (Step 1) using (trans-4-hydroxy-cyclohexyl)-isoindole-1,3-dione, 1-bromopropane and cyclohexanone) and (R)-1-(2-amino-thiazole-5-sulfonyl)-pyrrolidine-2-carboxylic acid methyl ester to give th... The reactants are O=C(O)c1ccccc1, CCCCNC(=O)O, N=S, [Na+], [OH-], O, Oc1ccccc1. Yields the product CCCCNC(=O)Oc1ccccc1. As a reaction SMILES: [C:3]([c:4]1[cH:5][cH:6][cH:7][cH:8][cH:9]1)([OH:10])=[O:11].[CH2:12]([CH2:13][CH2:14][CH3:15])[NH:16][C:17]([OH:18])=[O:19].[NH:1]=[S:2].[Na+:28].[OH-:27].[OH2:29].[OH:20][c:21]1[cH:22][cH:23][cH:24][cH:25][cH:26]1>>[c:4]1([O:19][C:17]([NH:16][CH2:12][CH2:13][CH2:14][CH3:15])=[O:18])[cH:5][cH:6][cH:7][cH:8][cH:9]1. Reactants: COc1cc2c(Oc3ccccc3)ncnc2cc1OCc1ccccc1, O=C(O)C(F)(F)F. Yields the product COc1cc2c(Oc3ccccc3)ncnc2cc1O. As a reaction SMILES: [CH2:1]([c:2]1[cH:3][cH:4][cH:5][cH:6][cH:7]1)[O:8][c:9]1[c:10]([O:26][CH3:27])[cH:11][c:12]2[c:13]([O:19][c:20]3[cH:21][cH:22][cH:23][cH:24][cH:25]3)[n:14][cH:15][n:16][c:17]2[cH:18]1.[F:28][C:29]([F:30])([F:31])[C:32]([OH:33])=[O:34]>>[OH:8][c:9]1[c:10]([O:26][CH3:27])[cH:11][c:12]2[c:13]([O:19][c:20]3[cH:21][cH:22][cH:23][cH:24][cH:25]3)[n:14][cH:15][n:16][c:17]2[cH:18]1. Reactants: ClC1=C(C=C(C=C1)CN)F ((4-chloro-3-fluorophenyl)methanamine), ClC1=NC(N2C(N(CCC2)C)=C1)=O (8-chloro-1-methyl-3,4-dihydro-1H-pyrimido[1,6-a]pyrimidin-6(2H)-one). Product: ClC1=C(C=C(CNC2=NC(N3C(N(CCC3)C)=C2)=O)C=C1)F (8-(4-Chloro-3-fluoro-benzylamino)-1-methyl-1,2,3,4-tetrahydro-pyrimido[1,6-a]pyrimidin-6-one). Reaction SMILES: [Cl:1][C:2]1[CH:7]=[CH:6][C:5]([CH2:8][NH2:9])=[CH:4][C:3]=1[F:10].Cl[C:12]1[CH:22]=[C:16]2[N:17]([CH3:21])[CH2:18][CH2:19][CH2:20][N:15]2[C:14](=[O:23])[N:13]=1>>[Cl:1][C:2]1[CH:7]=[CH:6][C:5]([CH2:8][NH:9][C:12]2[CH:22]=[C:16]3[N:17]([CH3:21])[CH2:18][CH2:19][CH2:20][N:15]3[C:14](=[O:23])[N:13]=2)=[CH:4][C:3]=1[F:10]. Reported procedure: The title compound or its salt was prepared by a procedure similar to that described for E59 starting from (4-chloro-3-fluorophenyl)methanamine and 8-chloro-1-methyl-3,4-dihydro-1H-pyrimido[1,6-a]pyrimidin-6(2H)-one. Yields the product C(C)(C)N1N=CN=C1C=1N=C2N(CCOC3=C2C=CC(=C3)N3C(CCC3)C3CCN(CC3)C(C)C)C1 (2-(1-isopropyl-1H-1,2,4-triazol-5-yl)-9-(2-(1-isopropylpiperidin-4-yl)pyrrolidin-1-yl)-5,6-dihydrobenzo[f]imidazo[1,2-d][1,4]oxazepine). Reagents/catalysts: CC(C)([P](C(C)(C)C)([Pd][P](C(C)(C)C)(C(C)(C)C)C(C)(C)C)C(C)(C)C)C (Pd(PtBu3)2). Reactants: BrC=1C=C2OCCN3C=C(N=C3C2=CC1)C1=NC=NN1C(C)C (12-bromo-4-[1-(propan-2-yl)-1H-1,2,4-triazol-5-yl]-9-oxa-3,6-diazatricyclo[8.4.0.02,6]tetradeca1(14),2,4,10,12-pentaene), Cl.C(C)(C)N1CCC(CC1)C1NCCC1 (1-isopropyl-4-(pyrrolidin-2-yl)piperidine hydrochloride), Na2OtBu. Yield: 10.2%. Run in C1(=CC=CC=C1)C (toluene). Procedure details: A mixture of 12-bromo-4-[1-(propan-2-yl)-1H-1,2,4-triazol-5-yl]-9-oxa-3,6-diazatricyclo[8.4.0.02,6]tetradeca1(14),2,4,10,12-pentaene (300 mg, 0.800 mmol), 1-isopropyl-4-(pyrrolidin-2-yl)piperidine hydrochloride (163 mg, 0.800 mmol), Pd(PtBu3)2 (20 mg, 0.040 mmol), Na2OtBu (232 mg, 2.40 mol) in toluene (2 mL) in a seal tube was degassed with N2 for three times. The resulting mixture was stirred at 110° C. for 120 min. After the completion of the reaction, the solid was filtered off via Celite. Th... As a reaction SMILES: Br[C:2]1[CH:3]=[C:4]2[C:13](=[CH:14][CH:15]=1)[C:12]1[N:8]([CH:9]=[C:10]([C:16]3[N:20]([CH:21]([CH3:23])[CH3:22])[N:19]=[CH:18][N:17]=3)[N:11]=1)[CH2:7][CH2:6][O:5]2.Cl.[CH:25]([N:28]1[CH2:33][CH2:32][CH:31]([CH:34]2[CH2:38][CH2:37][CH2:36][NH:35]2)[CH2:30][CH2:29]1)([CH3:27])[CH3:26]>C1(C)C=CC=CC=1.CC(C)([P](C(C)(C)C)([Pd][P](C(C)(C)C)(C(C)(C)C)C(C)(C)C)C(C)(C)C)C>[CH:21]([N:20]1[C:16]([C:10]2[N:11]=[C:12]3[C:13]4[CH:14]=[CH:15][C:2]([N:35]5[CH2:36][CH2:37][CH2:38][CH:34]5[CH:31]5[CH2:30][CH2:29][N:28]([CH:25]([CH3:27])[CH3:26])[CH2:33][CH2:32]5)=[CH:3][C:4]=4[O:5][CH2:6][CH2:7][N:8]3[CH:9]=2)=[N:17][CH:18]=[N:19]1)([CH3:23])[CH3:22] |f:1.2,^1:48,54|. Conditions: temperature 110 celsius, time 120 minute. The product is Brc1ccc2c(c1)C=CCO2. Reaction SMILES: [CH2:1]([CH:2]=[CH2:3])[O:4][c:5]1[c:6]([CH:7]=[CH2:8])[cH:9][c:10]([Br:13])[cH:11][cH:12]1.[CH3:14][c:15]1[cH:16][cH:17][cH:18][cH:19][cH:20]1>>[CH2:1]1[O:4][c:5]2[c:6]([cH:9][c:10]([Br:13])[cH:11][cH:12]2)[CH:7]=[CH:8]1. Reactants: C=CCOc1ccc(Br)cc1C=C, Cc1ccccc1. Reactants: FC1(CCC(CC1)CNC(=O)C=1C=2C=CC(=NC2C=CC1Cl)Cl)F (2,6-dichloro-quinoline-5-carboxylic acid (4,4-difluoro-cyclohexylmethyl)-amide), CCN(C(C)C)C(C)C (DIPEA), N1C[C@H](CC1)CO ((S)-pyrrolidin-3-yl methanol). Yields the product FC1(CCC(CC1)CNC(=O)C=1C=2C=CC(=NC2C=CC1Cl)N1C[C@H](CC1)CO)F (6-Chloro-2-((S)-3-hydroxymethyl-pyrrolidin-1-yl)-quinoline-5-carboxylic acid (4,4-difluoro-cyclohexylmethyl)-amide). As a reaction SMILES: [F:1][C:2]1([F:24])[CH2:7][CH2:6][CH:5]([CH2:8][NH:9][C:10]([C:12]2[C:13]3[CH:14]=[CH:15][C:16](Cl)=[N:17][C:18]=3[CH:19]=[CH:20][C:21]=2[Cl:22])=[O:11])[CH2:4][CH2:3]1.CCN(C(C)C)C(C)C.[NH:34]1[CH2:38][CH2:37][C@H:36]([CH2:39][OH:40])[CH2:35]1>>[F:1][C:2]1([F:24])[CH2:7][CH2:6][CH:5]([CH2:8][NH:9][C:10]([C:12]2[C:13]3[CH:14]=[CH:15][C:16]([N:34]4[CH2:38][CH2:37][C@H:36]([CH2:39][OH:40])[CH2:35]4)=[N:17][C:18]=3[CH:19]=[CH:20][C:21]=2[Cl:22])=[O:11])[CH2:4][CH2:3]1. Procedure details: The title compound was synthesized according to the procedure described in example 1 using 2,6-dichloro-quinoline-5-carboxylic acid (4,4-difluoro-cyclohexylmethyl)-amide, DIPEA and (S)-pyrrolidin-3-yl methanol. 1H NMR (400 MHz, DMSO-d6) δ ppm 7.75 (1H), 7.48 (2H), 6.69 (1H), 4.72 (1H), 3.66 (m, 2H), 3.49 (m, 2H), 3.32 (m, 2H), 2.44 (m, 2H), 2.06 (m, 2H), 1.85 (m, 2H), 1.74-1.76 (m, 5H), 1.27-1.30 (m, 2H). m/z: 438 [M+H] Product: COC1=CC=C(C=C1)C1=CC=C(C=C1)S(=O)(=O)NC(C(=O)O)CC(CSC=1SC(=NN1)C)O (2-[(4′-Methoxy[1,1′-biphenyl]-4-yl)sulfonyl]amino-4-hydroxy-5-[(5-methyl-1,3,4-thiadiazol-2-yl)thio]-pentanoic acid). Procedure details: Example 31 is prepared from 5-methyl-1,3,4-thiadiazole-2-thiol and 1d using the procedure described for compound 20. Starting materials: CC1=NN=C(S1)S (5-methyl-1,3,4-thiadiazole-2-thiol), COC1=CC=C(C=C1)C1=CC=C(C=C1)S(=O)(=O)NC(C(=O)OC)CC1CO1 (methyl 2-[(4′-methoxy[1,1′-biphenyl]-4-yl)sulfonyl]amino-4,5-epoxypentanoate), compound 20. Reaction SMILES: [CH3:1][C:2]1[S:6][C:5]([SH:7])=[N:4][N:3]=1.[CH3:8][O:9][C:10]1[CH:15]=[CH:14][C:13]([C:16]2[CH:21]=[CH:20][C:19]([S:22]([NH:25][CH:26]([CH2:31][CH:32]3[O:34][CH2:33]3)[C:27]([O:29]C)=[O:28])(=[O:24])=[O:23])=[CH:18][CH:17]=2)=[CH:12][CH:11]=1>>[CH3:8][O:9][C:10]1[CH:11]=[CH:12][C:13]([C:16]2[CH:17]=[CH:18][C:19]([S:22]([NH:25][CH:26]([CH2:31][CH:32]([OH:34])[CH2:33][S:7][C:5]3[S:6][C:2]([CH3:1])=[N:3][N:4]=3)[C:27]([OH:29])=[O:28])(=[O:23])=[O:24])=[CH:20][CH:21]=2)=[CH:14][CH:15]=1.